From a dataset of the Open Reaction Database (ORD), a public repository of structured organic reaction records. describe an organic reaction: reactants, conditions, products, and yield Reactants: [N+](=O)([O-])C=1C=C2C=C(NC2=CC1)C(=O)OCC (ethyl 5-nitroindole-2-carboxylate), [OH-].[Li+] (lithium hydroxide). Run in CO (methanol), C1CCOC1 (THF). Reaction conditions: temperature 90 celsius. Yields the product [N+](=O)([O-])C=1C=C2C=C(NC2=CC1)C(=O)O (5-Nitro-1H-indole-2-carboxylic acid). As a reaction SMILES: [N+:1]([C:4]1[CH:5]=[C:6]2[C:10](=[CH:11][CH:12]=1)[NH:9][C:8]([C:13]([O:15]CC)=[O:14])=[CH:7]2)([O-:3])=[O:2].[OH-].[Li+]>CO.C1COCC1>[N+:1]([C:4]1[CH:5]=[C:6]2[C:10](=[CH:11][CH:12]=1)[NH:9][C:8]([C:13]([OH:15])=[O:14])=[CH:7]2)([O-:3])=[O:2] |f:1.2|. Procedure details: 16.5 g (66.93 mmol) of ethyl 5-nitroindole-2-carboxylate are dissolved in 200 ml each of methanol and THF, and 67 ml (133.85 mmol) of lithium hydroxide solution are added. The mixture is heated at 90° C. for half an hour. After cooling, the mixture is, for work-up, diluted and extracted with aqueous hydrochloric acid and ethyl acetate. The organic phase is washed with sat. sodium chloride solution, dried with sodium sulphate, filtered and dried under reduced pressure. The reactants are [N+](=O)([O-])C=1C=C(C(O)=CC1)O (4-nitrocatechol), CC1=CC=C(C=C1)S(=O)(=O)N(CCOS(=O)(=O)C1=CC=C(C=C1)C)CCOS(=O)(=O)C1=CC=C(C=C1)C (4-methyl-N,N-bis[2-[[(4-methylphenyl)sulfonyl]oxy]ethyl]benzenesulfonamide), C(=O)([O-])[O-].[K+].[K+] (K2CO3). Solvent: CN(C=O)C (dimethylformamide). Product: CC1=CC=C(C=C1)S(=O)(=O)N1CCOC2=C(OCC1)C=CC(=C2)[N+](=O)[O-] (4-[(4-Methylphenyl)sulfonyl]-9-nitro-3,4,5,6-tetrahydro-2H-1,7,4-benzodioxazonine). RXN SMILES: [N+:1]([C:4]1[CH:5]=[C:6]([OH:11])[C:7](=[CH:9][CH:10]=1)[OH:8])([O-:3])=[O:2].[CH3:12][C:13]1[CH:18]=[CH:17][C:16]([S:19]([N:22]([CH2:36][CH2:37]OS(C2C=CC(C)=CC=2)(=O)=O)[CH2:23][CH2:24]OS(C2C=CC(C)=CC=2)(=O)=O)(=[O:21])=[O:20])=[CH:15][CH:14]=1.C([O-])([O-])=O.[K+].[K+]>CN(C)C=O>[CH3:12][C:13]1[CH:18]=[CH:17][C:16]([S:19]([N:22]2[CH2:23][CH2:24][O:8][C:7]3[CH:9]=[CH:10][C:4]([N+:1]([O-:3])=[O:2])=[CH:5][C:6]=3[O:11][CH2:37][CH2:36]2)(=[O:21])=[O:20])=[CH:15][CH:14]=1 |f:2.3.4|. Procedure: To dimethylformamide (200 mL) add 4-nitrocatechol (13.8 g, 89 mmol), 4-methyl-N,N-bis[2-[[(4-methylphenyl)sulfonyl]oxy]ethyl]benzenesulfonamide (50.7 g, 89.4 mmol), and K2CO3 (27 g, 0.19 mol). Stir and heat the reaction at 110° C. Monitor the progress of the reaction by thin-layer chromatography. Upon completion remove the heat and add water (1.3 L) and methanol (300 mL). Collect the precipitate on paper by suction filtration. Wash the solid with water (2 L). Chromatograph the material on silica...